From a dataset of the Open Reaction Database (ORD), a public repository of structured organic reaction records. describe an organic reaction: reactants, conditions, products, and yield RXN SMILES: [CH2:24]1[O:25][CH2:26][CH2:27][CH2:28]1.[Li+:23].[OH-:22].[OH2:29].[OH:1][CH:2]([C:3](=[O:4])[O:5][CH2:6][CH3:7])[C:8]([CH3:9])([c:10]1[cH:11][cH:12][cH:13][cH:14][cH:15]1)[c:16]1[cH:17][cH:18][cH:19][cH:20][cH:21]1>>[OH:1][CH:2]([C:3](=[O:4])[OH:5])[C:8]([CH3:9])([c:10]1[cH:11][cH:12][cH:13][cH:14][cH:15]1)[c:16]1[cH:17][cH:18][cH:19][cH:20][cH:21]1. Product: CC(c1ccccc1)(c1ccccc1)C(O)C(=O)O. Starting materials: C1CCOC1, [Li+], [OH-], O, CCOC(=O)C(O)C(C)(c1ccccc1)c1ccccc1. Reactants: ClC1=C(C=CC=C1)C1=C(C=NC=C1)NC1CC1 ([4-(2-chloro-phenyl)-pyridin-3-yl]-cyclopropyl-amine), FC(C=1C=C(C(=O)Cl)C=C(C1)C(F)(F)F)(F)F (3,5-bis(trifluoromethyl)benzoyl chloride). The product is ClC1=C(C=CC=C1)C1=C(C=NC=C1)N(C(C1=CC(=CC(=C1)C(F)(F)F)C(F)(F)F)=O)C1CC1 (N-[4-(2-Chloro-phenyl)-pyridin-3-yl]-N-cyclopropyl-3,5-bis-trifluoromethyl-benzamide). Reaction SMILES: [Cl:1][C:2]1[CH:7]=[CH:6][CH:5]=[CH:4][C:3]=1[C:8]1[CH:13]=[CH:12][N:11]=[CH:10][C:9]=1[NH:14][CH:15]1[CH2:17][CH2:16]1.[F:18][C:19]([F:34])([F:33])[C:20]1[CH:21]=[C:22]([CH:26]=[C:27]([C:29]([F:32])([F:31])[F:30])[CH:28]=1)[C:23](Cl)=[O:24]>>[Cl:1][C:2]1[CH:7]=[CH:6][CH:5]=[CH:4][C:3]=1[C:8]1[CH:13]=[CH:12][N:11]=[CH:10][C:9]=1[N:14]([CH:15]1[CH2:17][CH2:16]1)[C:23](=[O:24])[C:22]1[CH:26]=[C:27]([C:29]([F:30])([F:31])[F:32])[CH:28]=[C:20]([C:19]([F:18])([F:33])[F:34])[CH:21]=1. Procedure: The title compound was prepared in analogy to example 72, intermediate, from [4-(2-chloro-phenyl)-pyridin-3-yl]-cyclopropyl-amine and 3,5-bis(trifluoromethyl)benzoyl chloride (CAS RN 1271-19-8). The compound was purified by two subsequent silica gel chromatographies using a MPLC system (10 g column, gradient of n-heptane:EtOAc (100:0 to 50:50) and n-heptane:EtOAc (100:0 to 60:40)) and by preparative HPLC (phenomenex gemini column) with a gradient of acetonitrile:water (containing 0.05% formic ac... Starting materials: CB1OB(C)OB(C)O1, N#Cc1ccc(Oc2cnc(Cl)c3ccccc23)nc1, [K+], [K+], O=C([O-])[O-], CN(C)C=O. The product is Cc1ncc(Oc2ccc(C#N)cn2)c2ccccc12. Reaction SMILES: [CH3:21][B:22]1[O:23][B:24]([CH3:25])[O:26][B:27]([CH3:28])[O:29]1.[Cl:1][c:2]1[n:3][cH:4][c:5]([O:12][c:13]2[n:14][cH:15][c:16]([C:17]#[N:18])[cH:19][cH:20]2)[c:6]2[cH:7][cH:8][cH:9][cH:10][c:11]12.[K+:30].[K+:31].[O-:32][C:33]([O-:34])=[O:35].[O:36]=[CH:37][N:38]([CH3:39])[CH3:40]>>[c:2]1([CH3:21])[n:3][cH:4][c:5]([O:12][c:13]2[n:14][cH:15][c:16]([C:17]#[N:18])[cH:19][cH:20]2)[c:6]2[cH:7][cH:8][cH:9][cH:10][c:11]12. Starting materials: [N+](=O)([O-])[O-].[Ag+] (silver nitrate), C(C)SCC (diethylthioether). Solvent: C(C)#N (acetonitrile). Conditions: time 5 minute. The product is [N+](=O)([O-])[O-].[Ag+].C(C)SCC (Diethylthioether Silver Nitrate). Reaction SMILES: [N+:1]([O-:4])([O-:3])=[O:2].[Ag+:5].[CH2:6]([S:8][CH2:9][CH3:10])[CH3:7]>C(#N)C>[N+:1]([O-:4])([O-:3])=[O:2].[Ag+:5].[CH2:6]([S:8][CH2:9][CH3:10])[CH3:7] |f:0.1,4.5.6|. Reported procedure: To a 100 ml round bottom flask was sequentially added 10 mmol (1.69 g) of silver nitrate and 20 ml of acetonitrile, followed by stirring at room temperature for 5 minutes. Next, 10 mmol (0.90 g, 1.08 ml) of diethylthioether was dropwise added to the flask by means of a syringe over 10 seconds and stirred at room temperature. After stirring for 30 minutes, the reaction mixture was warmed to 50° C. and further stirred for 30 minutes. Following cooling to room temperature, the reaction mixture was ... The reactants are O1CCOCC1 (1,4-dioxane), ClC=1C=C2C=3CC4=C(C(C3NC2=CC1Cl)(C)C)C=C(C=C4)OC (2,3-dichloro-8-methoxy-6,6-dimethyl-6,11-dihydro-5H-benzo[b]carbazole), C(#N)C1=C(C(=O)C(=C(C1=O)Cl)Cl)C#N (DDQ). Solvent: O (water). Run at time 15 minute. The product is ClC=1C=C2C=3C(C4=C(C(C3NC2=CC1Cl)(C)C)C=C(C=C4)OC)=O (2,3-Dichloro-8-methoxy-6,6-dimethyl-5,6-dihydro-benzo[b]carbazol-11-one). Yield: 26.0%. As a reaction SMILES: [O:1]1CCOCC1.[Cl:7][C:8]1[CH:9]=[C:10]2[C:18](=[CH:19][C:20]=1[Cl:21])[NH:17][C:16]1[C:15]([CH3:23])([CH3:22])[C:14]3[CH:24]=[C:25]([O:28][CH3:29])[CH:26]=[CH:27][C:13]=3[CH2:12][C:11]2=1.C(C1C(=O)C(Cl)=C(Cl)C(=O)C=1C#N)#N>O>[Cl:7][C:8]1[CH:9]=[C:10]2[C:18](=[CH:19][C:20]=1[Cl:21])[NH:17][C:16]1[C:15]([CH3:22])([CH3:23])[C:14]3[CH:24]=[C:25]([O:28][CH3:29])[CH:26]=[CH:27][C:13]=3[C:12](=[O:1])[C:11]2=1. Procedure: Under nitrogen atmosphere, to the 1,4-dioxane (1.7 mL)-water (0.1 mL) solution of 2,3-dichloro-8-methoxy-6,6-dimethyl-6,11-dihydro-5H-benzo[b]carbazole (Compound Y2, 61.0 mg, 0.176 mmol), DDQ (120 mg, 0.529 mmol) was added and the mixture was stirred at room temperature for 16 hr and 15 min. The reaction mixture was purified by flash column chromatography {Merck Kieselgel60, solution for elution:hexane/ethyl acetate (2:1)} to obtain the title compound (pale orange solid, 16.7 mg, 26%). As a reaction SMILES: NC1C=CC=CC=1.[N:8]1[CH:13]=[CH:12][CH:11]=[CH:10][C:9]=1[CH:14]=O.[Cl:16][C:17]1[CH:42]=[CH:41][CH:40]=[CH:39][C:18]=1[O:19][C:20]1[CH:21]=[C:22]([NH2:38])[C:23]([NH2:37])=[CH:24][C:25]=1[O:26][C:27]1[CH:28]=[N:29][C:30]([S:33]([CH3:36])(=[O:35])=[O:34])=[CH:31][CH:32]=1>CO>[Cl:16][C:17]1[CH:42]=[CH:41][CH:40]=[CH:39][C:18]=1[O:19][C:20]1[C:25]([O:26][C:27]2[CH:28]=[N:29][C:30]([S:33]([CH3:36])(=[O:34])=[O:35])=[CH:31][CH:32]=2)=[CH:24][C:23]2[NH:37][C:14]([C:9]3[CH:10]=[CH:11][CH:12]=[CH:13][N:8]=3)=[N:38][C:22]=2[CH:21]=1. Solvent: CO (methanol), CO (methanol). Run at temperature 60 celsius, time 8 hour. Yields the product ClC1=C(OC2=CC3=C(NC(=N3)C3=NC=CC=C3)C=C2OC=2C=NC(=CC2)S(=O)(=O)C)C=CC=C1 (5-(2-chloro-phenoxy)-2-pyridin-2-yl-6-(6-methanesulfonyl-pyridin-3-yloxy)-1H-benzimidazole). Starting materials: NC1=CC=CC=C1 (aniline), N1=C(C=CC=C1)C=O (pyridine-2-carboxaldehyde), ClC1=C(OC=2C=C(C(=CC2OC=2C=NC(=CC2)S(=O)(=O)C)N)N)C=CC=C1 (4-(2-chlorophenoxy)-5-(6-methanesulfonyl-pyridin-3-yloxy)-benzene-1,2-diamine). Procedure details: 0.26 ml of 1 M methanol solution of aniline and pyridine-2-carboxaldehyde (1/1) was added to a methanol (1 ml) solution of 35 mg of 4-(2-chlorophenoxy)-5-(6-methanesulfonyl-pyridin-3-yloxy)-benzene-1,2-diamine obtained in (step 1), and the reaction liquid was stirred overnight at 60° C. The solvent was evaporated away under reduced pressure, and the resulting residue was purified through reversed-phase middle-pressure liquid chromatography [ODS-AS-360-CC (by YMC), mobile phase: water-acetonitril... Reaction SMILES: C(S([N:6]1[CH2:11][CH2:10][CH:9](C2C3C(=C(C(N)=O)C=C(C4SC(CNCC(C)CC)=CC=4)C=3)NC=2)[CH2:8][CH2:7]1)(=O)=O)C.[CH:36]([C:38]1[S:42][C:41]([B:43]([OH:45])[OH:44])=[CH:40][CH:39]=1)=O.C(N)CCCC.[BH3-]C#N.[Na+]>>[CH2:7]([NH:6][CH2:36][C:38]1[S:42][C:41]([B:43]([OH:45])[OH:44])=[CH:40][CH:39]=1)[CH2:8][CH2:9][CH2:10][CH3:11] |f:3.4|. Procedure details: Following the general procedure of 3-[1-(ethylsulfonyl)-4-piperidinyl]-5-(5-{[(2-methylbutyl)amino]methyl}-2-thienyl)-1H-indole-7-carboxamide, (5-formyl-2-thienyl)boronic acid (50 mg, 0.32 mmol), pentylamine (29 mg, 0.32 mmol), and NaCNBH3 (40 mg, 0.64 mmol) were reacted to give 45 mg of crude {5-[(pentylamino)methyl]-2-thienyl}boronic acid. The crude {5-[(pentylamino)methyl]-2-thienyl}boronic acid was then reacted with 5-bromo-3-[1-(ethylsulfonyl)-4-piperidinyl]-1H-indole-7-carboxamide (65 mg, ... Yields the product C(CCCC)NCC1=CC=C(S1)B(O)O ({5-[(pentylamino)methyl]-2-thienyl}boronic acid). Reactants: C(C)S(=O)(=O)N1CCC(CC1)C1=CNC2=C(C=C(C=C12)C=1SC(=CC1)CNCC(CC)C)C(=O)N (3-[1-(ethylsulfonyl)-4-piperidinyl]-5-(5-{[(2-methylbutyl)amino]methyl}-2-thienyl)-1H-indole-7-carboxamide), [BH3-]C#N.[Na+] (NaCNBH3), C(=O)C1=CC=C(S1)B(O)O ((5-formyl-2-thienyl)boronic acid), C(CCCC)N (pentylamine).